Dataset: the Open Reaction Database (ORD), a public repository of structured organic reaction records. Task: describe an organic reaction: reactants, conditions, products, and yield Starting materials: COC(=O)NC=CC1=CC=C(OCC2CO2)C=C1 (1-[p-(2-methoxycarbonylaminovinyl)-phenoxy]-2,3-epoxypropane), NC(CC(=O)N)C (β-aminobutyric acid amide). Run in C(C)#N (acetonitrile), C(C)#N (acetonitrile). Conditions: time 20 hour. Product: COC(=O)NC=CC1=CC=C(OCC(CNC(CC(N)=O)C)O)C=C1 (1-[p-(2-methoxycarbonylaminovinyl)-phenoxy]-2-hydroxy-3-(2-carbamoyl-1-methyl-ethylamino)-propane). Reaction SMILES: [CH3:1][O:2][C:3]([NH:5][CH:6]=[CH:7][C:8]1[CH:18]=[CH:17][C:11]([O:12][CH2:13][CH:14]2[O:16][CH2:15]2)=[CH:10][CH:9]=1)=[O:4].[NH2:19][CH:20]([CH3:25])[CH2:21][C:22]([NH2:24])=[O:23]>C(#N)C>[CH3:1][O:2][C:3]([NH:5][CH:6]=[CH:7][C:8]1[CH:18]=[CH:17][C:11]([O:12][CH2:13][CH:14]([OH:16])[CH2:15][NH:19][CH:20]([CH3:25])[CH2:21][C:22](=[O:23])[NH2:24])=[CH:10][CH:9]=1)=[O:4]. Reported procedure: 7.5 g (0.03 mol) of 1-[p-(2-methoxycarbonylaminovinyl)-phenoxy]-2,3-epoxypropane are dissolved in 75 ml of acetonitrile and added dropwise to a boiling stirred solution of 3.34 g (0.029 mol) of β-aminobutyric acid amide in 75 ml of acetonitrile. The mixture is stirred for 20 hours under reflux, the solvent is removed by distillation under reduced pressure and the oil which remains is partitioned between 350 ml of 0.1 N hydrochloric acid and 300 ml of ethyl acetate. The hydrochloric acid extract ... The reactants are COC(CNC([C@@H](NC(CNC(CNC([C@@H](NC(=O)OC(C)(C)C)CC(C)C)=O)=O)=O)C)=O)=O (t-Butyloxycarbonyl-leucyl-glycyl-glycyl-alanyl-glycine Methyl Ester), O.NN (hydrazine hydrate). The solvent is CO (methanol). Product: C(C)(C)(C)OC(=O)N[C@@H](CC(C)C)C(=O)NCC(=O)NCC(=O)N[C@@H](C)C(=O)NCC(=O)NN (t-Butyloxycarbonyl-leucyl-glycyl-glycyl-alanyl-glycine Hydrazide). RXN SMILES: CO[C:3](=[O:34])[CH2:4][NH:5][C:6](=[O:33])[C@H:7]([CH3:32])[NH:8][C:9](=[O:31])[CH2:10][NH:11][C:12](=[O:30])[CH2:13][NH:14][C:15](=[O:29])[C@H:16]([CH2:25][CH:26]([CH3:28])[CH3:27])[NH:17][C:18]([O:20][C:21]([CH3:24])([CH3:23])[CH3:22])=[O:19].O.[NH2:36][NH2:37]>CO>[C:21]([O:20][C:18]([NH:17][C@H:16]([C:15]([NH:14][CH2:13][C:12]([NH:11][CH2:10][C:9]([NH:8][C@H:7]([C:6]([NH:5][CH2:4][C:3]([NH:36][NH2:37])=[O:34])=[O:33])[CH3:32])=[O:31])=[O:30])=[O:29])[CH2:25][CH:26]([CH3:28])[CH3:27])=[O:19])([CH3:24])([CH3:23])[CH3:22] |f:1.2|. Reported procedure: A solution of Boc-Leu-Gly-Gly-Ala-Gly-OMe (2.0 g, 4 mmole, described in Example 10) and hydrazine hydrate (4.12 ml, 80 mmole) in methanol (50 ml) is stirred at 0° C for 4 hr. The solution is concentrated to 4 ml and added to diethyl ether (200 ml). The precipitate is collected, dissolved in methanol (4 ml) and added to diethyl ether (200 ml). The precipitate is collected and dried to give the title compound; mp 174° - 176.5° C; [α]D24 = -12.0° (c = 1, dimethylformamide). Starting materials: NO.Cl (NH2OH.HCl), ClC1=C(C=O)C(=CC=C1F)F (2-Chloro-3,6-difluoro-benzaldehyde), O (Water), C(=O)(O)[O-].[Na+] (NaHCO3). Reagents/catalysts: CCCC[N+](CCCC)(CCCC)CCCC.[Cl-] (TBAC). Solvent: CC(=O)O (AcOH), CC#N (CH3CN). Reaction conditions: time 5 minute. The product is ClC1=C(C=NO)C(=CC=C1F)F (2-Chloro-3,6-difluoro-benzaldehyde Oxime). Isolated yield 92.0%. RXN SMILES: [Cl:1][C:2]1[C:9]([F:10])=[CH:8][CH:7]=[C:6]([F:11])[C:3]=1[CH:4]=O.C([O-])(O)=O.[Na+].[OH2:17].[NH2:18]O.Cl>CC#N.CCCC[N+](CCCC)(CCCC)CCCC.[Cl-].CC(O)=O>[Cl:1][C:2]1[C:9]([F:10])=[CH:8][CH:7]=[C:6]([F:11])[C:3]=1[CH:4]=[N:18][OH:17] |f:1.2,4.5,7.8|. Reported procedure: 2-Chloro-3,6-difluoro-benzaldehyde (25.0 g, 142 mmol) was dissolved in CH3CN (175 mL). To this sol. was added NaHCO3 (35.7 g, 424 mmol), and the mixture was stirred vigorously for 5 min. Water (350 mL) was added, and the mixture was stirred for 10 min. NH2OH.HCl (19.7 g, 283 mmol) and TBAC (1.97 g, 7.08 mmol) were added, and the reaction mixture was stirred at rt for 1 h. AcOH (20 mL) was added dropwise to pH 6-7. The mixture was extracted with Et2O (3×). The combined org. extracts were washed w... Starting materials: C=CC1=CC=CC=C1 (styrene), C(C=C)(=O)OCCCC (n-butyl acrylate), 80.5. As a reaction SMILES: [CH2:1]=[CH:2][C:3]1[CH:8]=[CH:7][CH:6]=[CH:5][CH:4]=1.[C:9](OCCCC)(=O)[CH:10]=C>>[CH:2]([C:3]1[CH:8]=[CH:7][CH:6]=[CH:5][C:4]=1[CH:9]=[CH2:10])=[CH2:1].[CH4:1]. Product: C(=C)C1=C(C=CC=C1)C=C (divinyl benzene), t-dodecyl mercaptan, C (carbon black). Procedure details: A polymerizable monomer consisting of 80.5 parts of styrene and 19.5 parts of n-butyl acrylate (Tg of the copolymer obtained by copolymerizing these monomers=55° C.), 0.3 part of polymethacrylic acid ester macromonomer (manufactured by Toagosei Co., Ltd.; trade name: AA6; Tg=94° C.), 0.5 part of divinyl benzene, 1.2 parts of t-dodecyl mercaptan, 7 parts of carbon black (manufactured by Mitsubishi Chemical Corporation; trade name: #25B) , and 7 parts of an antistatic resin (manufactured by Fujiku...